This data is from the Open Reaction Database (ORD), a public repository of structured organic reaction records. The task is: describe an organic reaction: reactants, conditions, products, and yield Reactants: C(C1=CC=CC=C1)(=O)NC1CCNCC1 (4-benzamidopiperidine), C1(=CC=CC=C1)C(=CCCCl)C1=CC=CC=C1 (1,1-diphenyl-4-chlorobut-1-ene). Product: C(C1=CC=CC=C1)(=O)NC1CCN(CC1)CCC=C(C1=CC=CC=C1)C1=CC=CC=C1 (4-(4-Benzamidopiperid-1-yl)-1,1-diphenylbut-1-ene). As a reaction SMILES: [C:1]([NH:9][CH:10]1[CH2:15][CH2:14][NH:13][CH2:12][CH2:11]1)(=[O:8])[C:2]1[CH:7]=[CH:6][CH:5]=[CH:4][CH:3]=1.[C:16]1([C:22]([C:27]2[CH:32]=[CH:31][CH:30]=[CH:29][CH:28]=2)=[CH:23][CH2:24][CH2:25]Cl)[CH:21]=[CH:20][CH:19]=[CH:18][CH:17]=1>>[C:1]([NH:9][CH:10]1[CH2:15][CH2:14][N:13]([CH2:25][CH2:24][CH:23]=[C:22]([C:16]2[CH:21]=[CH:20][CH:19]=[CH:18][CH:17]=2)[C:27]2[CH:28]=[CH:29][CH:30]=[CH:31][CH:32]=2)[CH2:12][CH2:11]1)(=[O:8])[C:2]1[CH:3]=[CH:4][CH:5]=[CH:6][CH:7]=1. Procedure: Using the procedure of Example 77 over a period of 20 hours, 4-benzamidopiperidine (7.473 g.) was alkylated with 1,1-diphenyl-4-chlorobut-1-ene (8.879 g.). The title compound was filteredoff after addition of water and ether to the reaction mixture and a furthercrop was obtained from the ether washings. Conversion of the combined product to the hydrochloride using ethanolic hydrogen chloride gave 6.308 g. (38.2%). m.p. 220°-230° (dec.). C28H30N2O.HCl.1/4H2O requires C, 74.46; H, 7.03; N, 6.20. F... Reactants: CC1=CC2=C(OCC3=C(C2C(=O)O)C=CC=C3)C=C1 (6,11-dihydro-2-methyldibenz[b,e]-oxepin-11-carboxylic acid), COC1=C(N)C(=CC(=C1)OC)OC (2,4,6-trimethoxyaniline). Product: CC1=CC2=C(OCC3=C(C2C(=O)NC2=C(C=C(C=C2OC)OC)OC)C=CC=C3)C=C1 (6,11-Dihydro-2-methyl-N-(2,4,6-trimethoxyphenyl)dibenz[b,e]-oxepin-11-carboxamide). The yield is 40.8%. Reaction SMILES: [CH3:1][C:2]1[CH:19]=[CH:18][C:5]2[O:6][CH2:7][C:8]3[CH:17]=[CH:16][CH:15]=[CH:14][C:9]=3[CH:10]([C:11](O)=[O:12])[C:4]=2[CH:3]=1.[CH3:20][O:21][C:22]1[CH:28]=[C:27]([O:29][CH3:30])[CH:26]=[C:25]([O:31][CH3:32])[C:23]=1[NH2:24]>>[CH3:1][C:2]1[CH:19]=[CH:18][C:5]2[O:6][CH2:7][C:8]3[CH:17]=[CH:16][CH:15]=[CH:14][C:9]=3[CH:10]([C:11]([NH:24][C:23]3[C:25]([O:31][CH3:32])=[CH:26][C:27]([O:29][CH3:30])=[CH:28][C:22]=3[O:21][CH3:20])=[O:12])[C:4]=2[CH:3]=1. Reported procedure: The similar procedures as in Example 1 were repeated except using 2.32 g of Compound A and 1.85 g of 2,4,6-trimethoxyaniline in place of aniline to obtain 1.56 g of Compound 10 as amorphous. Starting materials: N1=CC=CC=C1 (pyridine), NC1=C(C=C(C(=O)OCC)C=C1C)C (ethyl 4-amino-3,5-dimethyl-benzoate), BrC=1C=CC(=C(C(=O)O)C1)C (5-bromo-2-methyl-benzoic acid), C(C(=O)Cl)(=O)Cl (oxalyl chloride), C1CCOC1 (THF). Reagents/catalysts: CN(C1=CC=NC=C1)C (N,N-dimethylpyridin-4-amine), CN(C)C=O (DMF). Run in C(Cl)Cl (CH2Cl2). Reaction conditions: time 2 hour. Product: BrC=1C=CC(=C(C(=O)NC=2C(=C(C(=O)OC)C=CC2C)C)C1)C (methyl 3-[(5-bromo-2-methyl-benzoyl)amino]-2,4-dimethyl-benzoate). The yield is 95.5%. RXN SMILES: [Br:1][C:2]1[CH:3]=[CH:4][C:5]([CH3:11])=[C:6]([CH:10]=1)[C:7]([OH:9])=O.C(Cl)(=O)C(Cl)=[O:14].[NH2:18][C:19]1[C:29](C)=[CH:28]C(C(OCC)=O)=[CH:21][C:20]=1[CH3:31].N1C=CC=CC=1.[CH2:38]1[CH2:42][O:41][CH2:40][CH2:39]1>C(Cl)Cl.CN(C)C1C=CN=CC=1.CN(C=O)C>[Br:1][C:2]1[CH:3]=[CH:4][C:5]([CH3:11])=[C:6]([CH:10]=1)[C:7]([NH:18][C:19]1[C:29]([CH3:28])=[C:38]([CH:39]=[CH:21][C:20]=1[CH3:31])[C:42]([O:41][CH3:40])=[O:14])=[O:9]. Reported procedure: To a solution of 5-bromo-2-methyl-benzoic acid (2.45 g, 11.16 mmol) in THF (10 ml), CH2Cl2 (10 ml) and DMF (20.00 μl, 258.65 μmoles) is added dropwise oxalyl chloride (1.16 ml, 13.39 mmoles) at 0° C. and the reaction mixture is slowly allowed to warm to ambient temperature. After 2 hours, the solvent is removed under reduced pressure. To the residue is added CH2Cl2 (40 ml) and the reaction mixture is cooled to 0° C., then ethyl 4-amino-3,5-dimethyl-benzoate (2 g, 11.16 mmol) is added followed by... Starting materials: ClS(=O)(=O)O (chlorosulfonic acid), COC1=CC=2CCCCC2C=C1 (5,6,7,8-tetrahydro-2-naphthol methyl ether), ice water. Solvent: C(Cl)Cl (methylene chloride), C(Cl)Cl (methylene chloride). Conditions: temperature 5 celsius, time 10 minute. The product is COC1=CC=2CCCCC2C=C1S(=O)(=O)Cl (3-Chlorosulfonyl-5,6,7,8-tetrahydro-2-naphthol methyl ether). Reaction SMILES: [CH3:1][O:2][C:3]1[CH:12]=[CH:11][C:10]2[CH2:9][CH2:8][CH2:7][CH2:6][C:5]=2[CH:4]=1.[Cl:13][S:14](O)(=[O:16])=[O:15]>C(Cl)Cl>[CH3:1][O:2][C:3]1[C:12]([S:14]([Cl:13])(=[O:16])=[O:15])=[CH:11][C:10]2[CH2:9][CH2:8][CH2:7][CH2:6][C:5]=2[CH:4]=1. Reported procedure: 118 g (0.73 mole) of 5,6,7,8-tetrahydro-2-naphthol methyl ether are dissolved in 320 ml of methylene chloride, and 177 ml of chlorosulfonic acid in 160 ml of methylene chloride are added. The mixture is stirred for 10 minutes at 5° C. and is poured into ice water. The organic phase is separated off and dried with MgSO4. The solvent is removed by evaporation and the residue is recrystallized from acetone/petroleum ether.